From a dataset of the Open Reaction Database (ORD), a public repository of structured organic reaction records. describe an organic reaction: reactants, conditions, products, and yield Starting materials: [Br-], [Br-], O=C1CC(=O)c2ccccc21, COc1cccc([Mg+])c1, [Mg]. The product is COc1cccc(C2(O)CC(=O)c3ccccc32)c1. Reaction SMILES: [Br-:11].[Br-:1].[C:13]1(=[O:23])[CH2:14][C:15](=[O:22])[c:16]2[cH:17][cH:18][cH:19][cH:20][c:21]21.[CH3:2][O:3][c:4]1[cH:5][c:6]([Mg+:10])[cH:7][cH:8][cH:9]1.[Mg:12]>>[CH3:2][O:3][c:4]1[cH:5][c:6]([C:13]2([OH:23])[CH2:14][C:15](=[O:22])[c:16]3[cH:17][cH:18][cH:19][cH:20][c:21]32)[cH:7][cH:8][cH:9]1. Starting materials: C(C)OC(C(C(C(F)(F)F)=O)=NO)=O (4,4,4-trifluoro-2-hydroxyimino-3-oxo-butyric acid ethyl ester), Cl (hydrochloric acid), [H][H] (hydrogen). Reagents/catalysts: [Pd] (palladium on activated carbon). The solvent is C(C)O (ethanol). Product: Cl.C(C)OC(C(C(C(F)(F)F)=O)N)=O (2-amino-4,4,4-trifluoro-3-oxo-butyric acid ethyl ester hydrochloride). Isolated yield 61.8%. As a reaction SMILES: [CH2:1]([O:3][C:4](=[O:14])[C:5](=[N:12]O)[C:6](=[O:11])[C:7]([F:10])([F:9])[F:8])[CH3:2].[ClH:15].[H][H]>C(O)C.[Pd]>[ClH:15].[CH2:1]([O:3][C:4](=[O:14])[CH:5]([NH2:12])[C:6](=[O:11])[C:7]([F:8])([F:9])[F:10])[CH3:2] |f:5.6|. Procedure: A stirred solution of 4,4,4-trifluoro-2-hydroxyimino-3-oxo-butyric acid ethyl ester (55 g, 0.258 mol) in ethanol (140 ml) was added with palladium on activated carbon and 4N hydrochloric acid (90 ml) accordingly. The reaction mixture was stirred in a Parr shaker under 0.3 MPa of hydrogen at room temperature for 2.5 hours. The reaction mixture was filtered, the filtrate was concentrated to give 2-amino-4,4,4-trifluoro-3-oxo-butyric acid ethyl ester hydrochloride (37.56 g, 61.8%) as a yellow solid... Yields the product CC1=CC=C(C=N1)C=1N=C2C(=NC1C=1C=NC(=CC1)C)N(CCC2)CCCCCCC(=O)O (7-(2,3-Bis(6-methylpyridin-3-yl)-7,8-dihydropyrido[2,3-b]pyrazin-5(6H)-yl)heptanoic acid). As a reaction SMILES: [CH3:1][C:2]1[N:7]=[CH:6][C:5]([C:8]2[N:9]=[C:10]3[CH2:24][CH2:23][CH2:22][N:21]([CH2:25][CH2:26][CH2:27][CH2:28][CH2:29][CH2:30][C:31]([O:33]CC)=[O:32])[C:11]3=[N:12][C:13]=2[C:14]2[CH:15]=[N:16][C:17]([CH3:20])=[CH:18][CH:19]=2)=[CH:4][CH:3]=1.[OH-].[Na+]>CO>[CH3:1][C:2]1[N:7]=[CH:6][C:5]([C:8]2[N:9]=[C:10]3[CH2:24][CH2:23][CH2:22][N:21]([CH2:25][CH2:26][CH2:27][CH2:28][CH2:29][CH2:30][C:31]([OH:33])=[O:32])[C:11]3=[N:12][C:13]=2[C:14]2[CH:15]=[N:16][C:17]([CH3:20])=[CH:18][CH:19]=2)=[CH:4][CH:3]=1 |f:1.2|. Run at temperature 25 celsius, time 68 hour. Reactants: CC1=CC=C(C=N1)C=1N=C2C(=NC1C=1C=NC(=CC1)C)N(CCC2)CCCCCCC(=O)OCC (ethyl 7-(2,3-bis(6-methylpyridin-3-yl)-7,8-dihydropyrido[2,3-b]pyrazin-5(6H)-yl)heptanoate), [OH-].[Na+] (sodium hydroxide). Procedure details: A solution of ethyl 7-(2,3-bis(6-methylpyridin-3-yl)-7,8-dihydropyrido[2,3-b]pyrazin-5(6H)-yl)heptanoate (step 1)(16 mg, 0.034 mmol) in MeOH (2 ml) was treated with sodium hydroxide 1M (0.101 ml, 0.101 mmol) and the resulting solution was stirred at 25° C. for 68 hours. The solution was concentrated under vacuum and the residue was diluted with water and washed with EtOAc (×2). The aqueous was acidified (pH ˜4 with 1N HCl) and extracted with DCM (×3). The extracts were dried (MgSO4) and evaporat... The solvent is CO (MeOH).